From a dataset of the Open Reaction Database (ORD), a public repository of structured organic reaction records. describe an organic reaction: reactants, conditions, products, and yield The reactants are CC#N, CCOC(=O)N1CCC(O)(c2ccc(Cl)cc2)C(C)(C)C1, O=S(=O)(O)O. Product: CCOC(=O)N1CCC(NC(C)=O)(c2ccc(Cl)cc2)C(C)(C)C1. Reaction SMILES: [CH3:27][C:28]#[N:29].[Cl:1][c:2]1[cH:3][cH:4][c:5]([C:8]2([OH:21])[C:9]([CH3:19])([CH3:20])[CH2:10][N:11]([C:14](=[O:15])[O:16][CH2:17][CH3:18])[CH2:12][CH2:13]2)[cH:6][cH:7]1.[S:22]([OH:23])(=[O:24])(=[O:25])[OH:26]>>[Cl:1][c:2]1[cH:3][cH:4][c:5]([C:8]2([NH:29][C:28](=[O:23])[CH3:27])[C:9]([CH3:19])([CH3:20])[CH2:10][N:11]([C:14](=[O:15])[O:16][CH2:17][CH3:18])[CH2:12][CH2:13]2)[cH:6][cH:7]1. Reactants: C[Al](C)C (Me3Al), C(C)(C)(C)OC(CN1C(=C(C2=CC=CC=C12)C=NS(=O)(=O)C=CC1=CC=CC=C1)C)=O ({2-Methyl-3-[(2-phenyl-ethenesulfonylimino)-methyl]-indol-1-yl}-acetic acid tert-butyl ester), C(=C)[Mg]Br (vinyl magnesium bromide). Run in C1(=CC=CC=C1)C (toluene). Run at temperature 0 celsius. Yields the product C(C)(C)(C)OC(CN1C(=C(C2=CC=CC=C12)C(C=C)NS(=O)(=O)C=CC1=CC=CC=C1)C)=O ({2-Methyl-3-[1-(2-phenyl-ethenesulfonylamino)-allyl]-indol-1-yl}-acetic acid tert-butyl ester). As a reaction SMILES: [C:1]([O:5][C:6](=[O:31])[CH2:7][N:8]1[C:16]2[C:11](=[CH:12][CH:13]=[CH:14][CH:15]=2)[C:10]([CH:17]=[N:18][S:19]([CH:22]=[CH:23][C:24]2[CH:29]=[CH:28][CH:27]=[CH:26][CH:25]=2)(=[O:21])=[O:20])=[C:9]1[CH3:30])([CH3:4])([CH3:3])[CH3:2].C[Al](C)C.[CH:36]([Mg]Br)=[CH2:37]>C1(C)C=CC=CC=1>[C:1]([O:5][C:6](=[O:31])[CH2:7][N:8]1[C:16]2[C:11](=[CH:12][CH:13]=[CH:14][CH:15]=2)[C:10]([CH:17]([NH:18][S:19]([CH:22]=[CH:23][C:24]2[CH:29]=[CH:28][CH:27]=[CH:26][CH:25]=2)(=[O:21])=[O:20])[CH:36]=[CH2:37])=[C:9]1[CH3:30])([CH3:4])([CH3:3])[CH3:2]. Procedure details: The product of step b) (2.2 g, 5 mmol) was treated with 100 mL toluene. The slurry was stirred at 0° C. and treated with Me3Al (3.8 mL of 2 M in toluene) followed by vinyl magnesium bromide (10 mL of 1 M). The reaction was warmed to rt and stirred for 10 minutes. The reaction was cooled to 0° C., quenched with aqueous acetic acid, and partitioned between water and EtOAc (200 mL each). The organic layer was washed with 1 M NaOH, dried over MgSO4 and purified over silica gel (30% EtOAc/Hex) to giv... The reactants are ClC1=C(C(=O)OC)C=CC(=C1)C (Methyl 2-chloro-4-methylbenzoate), CC(C)C[Al]CC(C)C (Dibal-H). Solvent: ClCCl (Dichloromethane). Run at time 1 hour. Product: ClC1=C(C=CC(=C1)C)CO ((2-chloro-4-methylphenyl)methanol). Yield: 82.6%. As a reaction SMILES: [Cl:1][C:2]1[CH:11]=[C:10]([CH3:12])[CH:9]=[CH:8][C:3]=1[C:4](OC)=[O:5].CC(C[Al]CC(C)C)C>ClCCl>[Cl:1][C:2]1[CH:11]=[C:10]([CH3:12])[CH:9]=[CH:8][C:3]=1[CH2:4][OH:5] |^1:15|. Procedure details: Methyl 2-chloro-4-methylbenzoate (520 mg, 2.82 mmol) was dissolved in Dichloromethane (DCM) (15 mL) and at 0° C. Dibal-H (4.694 ml, 7.04 mmol) was slowly added. The mixture was left at 0° C. for 2H and then at room temperature overnight. Next morning HPLC showed no starting material remaining, reaction was quenched with Rochelle salt, and leaving under stirring for 1 hour and then it was extracted with DCM, dried and concentrated to afford 365 mg of the final compound, pure enough to be used in ... Reactants: ClC1=CC(=CN(C1=O)C)NC(C=1C(=NN(C1)C1CC1)C(=O)O)C1=CC=C(C=C1)Cl (4-(((5-chloro-1-methyl-6-oxo-1,6-dihydropyridin-3-yl)amino)(4-chlorophenyl)methyl)-1-cyclopropyl-1H-pyrazole-3-carboxylic acid). The solvent is CCOC(=O)C (EtOAc). Yields the product ClC1=CC(=CN(C1=O)C)N1C(C2=NN(C=C2C1C1=CC=C(C=C1)Cl)C1CC1)=O (5-(5-chloro-1-methyl-6-oxo-1,6-dihydropyridin-3-yl)-4-(4-chlorophenyl)-2-cyclopropyl-4,5-dihydropyrrolo[3,4-c]pyrazol-6(2H)-one). As a reaction SMILES: [Cl:1][C:2]1[C:7](=[O:8])[N:6]([CH3:9])[CH:5]=[C:4]([NH:10][CH:11]([C:23]2[CH:28]=[CH:27][C:26]([Cl:29])=[CH:25][CH:24]=2)[C:12]2[C:13]([C:20](O)=[O:21])=[N:14][N:15]([CH:17]3[CH2:19][CH2:18]3)[CH:16]=2)[CH:3]=1>CCOC(C)=O>[Cl:1][C:2]1[C:7](=[O:8])[N:6]([CH3:9])[CH:5]=[C:4]([N:10]2[CH:11]([C:23]3[CH:28]=[CH:27][C:26]([Cl:29])=[CH:25][CH:24]=3)[C:12]3[C:13](=[N:14][N:15]([CH:17]4[CH2:18][CH2:19]4)[CH:16]=3)[C:20]2=[O:21])[CH:3]=1. Reported procedure: The title compound was prepared in analogy to the procedure described in Example 1 using 4-(((5-chloro-1-methyl-6-oxo-1,6-dihydropyridin-3-yl)amino)(4-chlorophenyl)methyl)-1-cyclopropyl-1H-pyrazole-3-carboxylic acid (Step 37.5). tR: 4.08 min (HPLC 1); tR: 0.92 min (LC-MS 2); ESI-MS: 415 [M+H]+ (LC-MS 2); Rf=0.22 (EtOAc); 1H NMR (400 MHz, DMSO-d6) δ ppm 0.97-1.05 (m, 2H) 1.09-1.15 (m, 2H) 3.43 (s, 3H) 3.84-3.94 (m, 1H) 6.17 (s, 1H) 7.20-7.26 (m, 2H) 7.33-7.38 (m, 2H) 7.87-7.95 (m, 3H). Starting materials: CN(CC(=O)O)NC(=O)NCc1cccc2ccccc12, CCOC(OCC)C(C)N(Cc1cccc2ccccc12)C(=O)C(N)CC(=O)NC(c1ccccc1)(c1ccccc1)c1ccccc1. Product: CCOC(OCC)C(C)N(Cc1cccc2ccccc12)C(=O)C(CC(=O)NC(c1ccccc1)(c1ccccc1)c1ccccc1)NC(=O)CN(C)NC(=O)NCc1cccc2ccccc12. As a reaction SMILES: [CH3:1][N:2]([NH:3][C:4]([NH:5][CH2:6][c:7]1[cH:8][cH:9][cH:10][c:11]2[cH:12][cH:13][cH:14][cH:15][c:16]12)=[O:17])[CH2:18][C:19](=[O:20])[OH:21].[NH2:22][CH:23]([C:24](=[O:25])[N:26]([CH2:27][c:28]1[cH:29][cH:30][cH:31][c:32]2[cH:33][cH:34][cH:35][cH:36][c:37]12)[CH:38]([CH:39]([O:40][CH2:41][CH3:42])[O:43][CH2:44][CH3:45])[CH3:46])[CH2:47][C:48](=[O:49])[NH:50][C:51]([c:52]1[cH:53][cH:54][cH:55][cH:56][cH:57]1)([c:58]1[cH:59][cH:60][cH:61][cH:62][cH:63]1)[c:64]1[cH:65][cH:66][cH:67][cH:68][cH:69]1>>[CH3:1][N:2]([NH:3][C:4]([NH:5][CH2:6][c:7]1[cH:8][cH:9][cH:10][c:11]2[cH:12][cH:13][cH:14][cH:15][c:16]12)=[O:17])[CH2:18][C:19](=[O:20])[NH:22][CH:23]([C:24](=[O:25])[N:26]([CH2:27][c:28]1[cH:29][cH:30][cH:31][c:32]2[cH:33][cH:34][cH:35][cH:36][c:37]12)[CH:38]([CH:39]([O:40][CH2:41][CH3:42])[O:43][CH2:44][CH3:45])[CH3:46])[CH2:47][C:48](=[O:49])[NH:50][C:51]([c:52]1[cH:53][cH:54][cH:55][cH:56][cH:57]1)([c:58]1[cH:59][cH:60][cH:61][cH:62][cH:63]1)[c:64]1[cH:65][cH:66][cH:67][cH:68][cH:69]1. Starting materials: BrC1=CC=C(C=C1)B(O)O (4-bromobenzeneboronic acid), IC1=C(C=CC(=N1)C)O (6-iodo-2-picolin-5-ol), C([O-])([O-])=O.[Na+].[Na+] (sodium carbonate), C1(=CC=CC=C1)C (toluene). Reagents/catalysts: C=1C=CC(=CC1)[P](C=2C=CC=CC2)(C=3C=CC=CC3)[Pd]([P](C=4C=CC=CC4)(C=5C=CC=CC5)C=6C=CC=CC6)([P](C=7C=CC=CC7)(C=8C=CC=CC8)C=9C=CC=CC9)[P](C=1C=CC=CC1)(C=1C=CC=CC1)C=1C=CC=CC1 (tetrakis(triphenylphosphine)palladium). The solvent is C(C)O (ethanol). Product: BrC1=CC=C(C=C1)C1=NC(=CC=C1O)C (2-(4-bromophenyl)-3-hydroxy-6-methylpyridine). The yield is 22.8%. Reaction SMILES: [Br:1][C:2]1[CH:7]=[CH:6][C:5](B(O)O)=[CH:4][CH:3]=1.I[C:12]1[N:17]=[C:16]([CH3:18])[CH:15]=[CH:14][C:13]=1[OH:19].C(=O)([O-])[O-].[Na+].[Na+].C1(C)C=CC=CC=1>C(O)C.C1C=CC([P]([Pd]([P](C2C=CC=CC=2)(C2C=CC=CC=2)C2C=CC=CC=2)([P](C2C=CC=CC=2)(C2C=CC=CC=2)C2C=CC=CC=2)[P](C2C=CC=CC=2)(C2C=CC=CC=2)C2C=CC=CC=2)(C2C=CC=CC=2)C2C=CC=CC=2)=CC=1>[Br:1][C:2]1[CH:7]=[CH:6][C:5]([C:12]2[C:13]([OH:19])=[CH:14][CH:15]=[C:16]([CH3:18])[N:17]=2)=[CH:4][CH:3]=1 |f:2.3.4,^1:39,41,60,79|. Reported procedure: A solution of 4-bromobenzeneboronic acid (2.0 g) in ethanol (10 ml) was added over a period of 15 minutes to a stirred mixture of 6-iodo-2-picolin-5-ol (2.35 g), saturated aqueous sodium carbonate solution (5.0 ml), tetrakis(triphenylphosphine)palladium [0] (280 mg) and toluene (10 ml) under an atmosphere of argon. The mixture was stirred at reflux for 6 hours. The mixture was evaporated and the residue was treated with water (20 ml). The mixture was filtered and the yellow solid collected was p... Reactants: Nc1cc(C(=O)NC2CCCCC2OCc2ccccc2)n(CC(=O)NC2CCCCC2OCc2ccccc2)n1, O=S(=O)(Cl)c1ccccc1, c1ccncc1. The product is O=C(Cn1nc(NS(=O)(=O)c2ccccc2)cc1C(=O)NC1CCCCC1OCc1ccccc1)NC1CCCCC1OCc1ccccc1. Reaction SMILES: [CH2:1]([c:2]1[cH:3][cH:4][cH:5][cH:6][cH:7]1)[O:8][CH:9]1[CH:10]([NH:15][C:16](=[O:17])[c:18]2[n:19]([CH2:24][C:25]([NH:26][CH:27]3[CH:28]([O:33][CH2:34][c:35]4[cH:36][cH:37][cH:38][cH:39][cH:40]4)[CH2:29][CH2:30][CH2:31][CH2:32]3)=[O:41])[n:20][c:21]([NH2:23])[cH:22]2)[CH2:11][CH2:12][CH2:13][CH2:14]1.[c:42]1([S:48](=[O:49])(=[O:50])[Cl:51])[cH:43][cH:44][cH:45][cH:46][cH:47]1.[cH:52]1[cH:53][cH:54][n:55][cH:56][cH:57]1>>[CH2:1]([c:2]1[cH:3][cH:4][cH:5][cH:6][cH:7]1)[O:8][CH:9]1[CH:10]([NH:15][C:16](=[O:17])[c:18]2[n:19]([CH2:24][C:25]([NH:26][CH:27]3[CH:28]([O:33][CH2:34][c:35]4[cH:36][cH:37][cH:38][cH:39][cH:40]4)[CH2:29][CH2:30][CH2:31][CH2:32]3)=[O:41])[n:20][c:21]([NH:23][S:48]([c:42]3[cH:43][cH:44][cH:45][cH:46][cH:47]3)(=[O:49])=[O:50])[cH:22]2)[CH2:11][CH2:12][CH2:13][CH2:14]1. Reactants: C([O-])([O-])=O.[K+].[K+] (Potassium carbonate), [Si](C)(C)(C(C)(C)C)OC[C@@H](CC#C[Si](C)(C)C)O ((R)-1-(tert-butyldimethylsilyloxy)-5-(trimethylsilyl)pent-4-yn-2-ol). Solvent: CO (methanol). Run at time 8 hour. The product is [Si](C)(C)(C(C)(C)C)OC[C@@H](CC#C)O ((R)-1-(tert-butyldimethylsilyloxy)pent-4-yn-2-ol). The yield is 79.6%. Reaction SMILES: C(=O)([O-])[O-].[K+].[K+].[Si:7]([O:14][CH2:15][C@H:16]([OH:24])[CH2:17][C:18]#[C:19][Si](C)(C)C)([C:10]([CH3:13])([CH3:12])[CH3:11])([CH3:9])[CH3:8]>CO>[Si:7]([O:14][CH2:15][C@H:16]([OH:24])[CH2:17][C:18]#[CH:19])([C:10]([CH3:13])([CH3:12])[CH3:11])([CH3:9])[CH3:8] |f:0.1.2|. Procedure details: Potassium carbonate (2.14 g, 15.5 mmol) was added to a solution of (R)-1-(tert-butyldimethylsilyloxy)-5-(trimethylsilyl)pent-4-yn-2-ol (3 g, 10.6 mmol) in methanol (100 mL) and the mixture stirred at room temperature for 8 hours. The solvent was removed under reduced pressure and aqueous ammonium chloride solution (100 mL) was added to the resulting oil. The mixture was extracted with ethyl acetate (3×50 mL). The combined organic layers were washed with brine, dried (MgSO4) and concentrated unde... Reactants: BrC=1C=C(C(=O)O)C=CC1C (3-Bromo-4-methylbenzoic acid), C(C)(C)N=C=NC(C)C (diisopropylcarbodiimide), C=1C=CC2=C(C1)N=NN2O (HOBt), ClC1=CC=C(CN2CCC(CC2)CNC(CN)=O)C=C1 (1-(4-chlorobenzyl)-4-[(glycylamino)methyl]piperidine). Solvent: C(Cl)(Cl)Cl (chloroform), C(C)(C)(C)O (tert-butanol). Run at time 15 hour. Yields the product BrC=1C=C(C(=O)NCC(=O)NCC2CCN(CC2)CC2=CC=C(C=C2)Cl)C=CC1C (4-[[N-(3-bromo-4-methylbenzoyl)glycyl]aminomethyl]-1-(4-chlorobenzyl)piperidine). As a reaction SMILES: [Br:1][C:2]1[CH:3]=[C:4]([CH:8]=[CH:9][C:10]=1[CH3:11])[C:5]([OH:7])=O.C(N=C=NC(C)C)(C)C.C1C=CC2N(O)N=NC=2C=1.[Cl:31][C:32]1[CH:50]=[CH:49][C:35]([CH2:36][N:37]2[CH2:42][CH2:41][CH:40]([CH2:43][NH:44][C:45](=[O:48])[CH2:46][NH2:47])[CH2:39][CH2:38]2)=[CH:34][CH:33]=1>C(Cl)(Cl)Cl.C(O)(C)(C)C>[Br:1][C:2]1[CH:3]=[C:4]([CH:8]=[CH:9][C:10]=1[CH3:11])[C:5]([NH:47][CH2:46][C:45]([NH:44][CH2:43][CH:40]1[CH2:41][CH2:42][N:37]([CH2:36][C:35]2[CH:49]=[CH:50][C:32]([Cl:31])=[CH:33][CH:34]=2)[CH2:38][CH2:39]1)=[O:48])=[O:7]. Procedure: 3-Bromo-4-methylbenzoic acid (0.060 mmol), diisopropylcarbodiimide (0.060 mmol) and HOBt (0.060 mmol) were added to a solution of 1-(4-chlorobenzyl)-4-[(glycylamino)methyl]piperidine (0.050 mmol) in chloroform (1.35 mL) and tert-butanol (0.15 mL). The resulting reaction mixture was stirred at room temperature for 15 hours. The mixture was then loaded onto a Varian™ SCX column and washed with methanol/chloroform=1:1 (12 mL) and methanol (12 mL). The obtained crude product was eluted with a 2 M me...